From a dataset of the Open Reaction Database (ORD), a public repository of structured organic reaction records. describe an organic reaction: reactants, conditions, products, and yield The reactants are C(C)(C)[Mg]Cl (Isopropyl magnesium chloride), ClC=1C=C(C2=C(CCO2)C1)C(CC(CC1=CC2=NC(=CC=C2N1)C#N)(C(F)(F)F)O)(C)C (2-[4-(5-Chloro-2,3-dihydrobenzofuran-7-yl)-2-hydroxy-4-methyl-2-trifluoromethylpentyl]-1H-pyrrolo[3,2-b]pyridine-5-carbonitrile), C1CCOC1 (THF), CuBr. Run at temperature 75 celsius. Product: ClC=1C=C(C2=C(CCO2)C1)C(CC(CC1=CC2=NC(=CC=C2N1)C(C(C)C)=O)(C(F)(F)F)O)(C)C (1-{2-[4-(5-Chloro-2,3-dihydrobenzofuran-7-yl)-2-hydroxy-4-methyl-2-trifluoromethylpentyl]-1H-pyrrolo[3,2-b]pyridin-5-yl}-2-methylpropan-1-one). Isolated yield 70.0%. RXN SMILES: [Cl:1][C:2]1[CH:3]=[C:4]([C:11]([CH3:32])([CH3:31])[CH2:12][C:13]([OH:30])([C:26]([F:29])([F:28])[F:27])[CH2:14][C:15]2[NH:23][C:22]3[C:17](=[N:18][C:19]([C:24]#N)=[CH:20][CH:21]=3)[CH:16]=2)[C:5]2[O:9][CH2:8][CH2:7][C:6]=2[CH:10]=1.[CH:33]([Mg]Cl)([CH3:35])[CH3:34].C1C[O:41]CC1>>[Cl:1][C:2]1[CH:3]=[C:4]([C:11]([CH3:32])([CH3:31])[CH2:12][C:13]([OH:30])([C:26]([F:28])([F:29])[F:27])[CH2:14][C:15]2[NH:23][C:22]3[C:17](=[N:18][C:19]([C:24](=[O:41])[CH:33]([CH3:35])[CH3:34])=[CH:20][CH:21]=3)[CH:16]=2)[C:5]2[O:9][CH2:8][CH2:7][C:6]=2[CH:10]=1. Procedure: 2-[4-(5-Chloro-2,3-dihydrobenzofuran-7-yl)-2-hydroxy-4-methyl-2-trifluoromethylpentyl]-1H-pyrrolo[3,2-b]pyridine-5-carbonitrile (50 mg, 0.11 mmol) was dissolved in 3 mL of THF. Isopropyl magnesium chloride (2 M in THF, 0.15 mL, 0.3 mmol) was added, followed by CuBr (7 mg, 0.05 mmol). The reaction was stirred at reflux (75° C.) for 30 minutes. The mixture was cooled to room temperature. The reaction was quenched with 1 mL of water, followed by 3 drops of concentrated HCl. The mixture was stirred ...